From a dataset of the Open Reaction Database (ORD), a public repository of structured organic reaction records. describe an organic reaction: reactants, conditions, products, and yield Starting materials: N (ammonia), C1(C=2C(C(N1C(CCC#N)C)=O)=CC=CC2)=O (4-phthalimidovaleronitrile), S (hydrogen sulphide). Solvent: CO (methyl alcohol). The product is C1(C=2C(C(N1C(CCC(=S)N)C)=O)=CC=CC2)=O (4-phthalimidothiovaleramide). RXN SMILES: N.[C:2]1(=[O:18])[N:6]([CH:7]([CH3:12])[CH2:8][CH2:9][C:10]#[N:11])[C:5](=[O:13])[C:4]2=[CH:14][CH:15]=[CH:16][CH:17]=[C:3]12.[SH2:19]>CO>[C:5]1(=[O:13])[N:6]([CH:7]([CH3:12])[CH2:8][CH2:9][C:10]([NH2:11])=[S:19])[C:2](=[O:18])[C:3]2=[CH:17][CH:16]=[CH:15][CH:14]=[C:4]12. Procedure: Liquid ammonia (20 g) and 4-phthalimidovaleronitrile (67 g) is added to a cooled solution of hydrogen sulphide (50 g) in methyl alcohol (500 ml). The sealed reaction vessel is the heated at 40° for 3 days with stirring. Concentration followed by recrystallization from isopropyl acetate yields 4-phthalimidothiovaleramide, m.p. 143°-146° C. Reactants: CN[C@@H](C(C)C)C(=O)N[C@@H](C(C)C)C(=O)N(C)[C@H]([C@@H](CC(=O)N1[C@@H](CCC1)[C@@H]([C@H](C(=O)N[C@@H]([C@H](C1=CC=CC=C1)O)C)C)OC)OC)[C@H](CC)C (N-methyl-L-valyl-N-[(3R,4S,5S)-1-{(2S)-2-[(1R,2R)-3-{[(1S,2R)-1-hydroxy-1-phenylpropan-2-yl]amino}-1-methoxy-2-methyl-3-oxopropyl]pyrrolidin-1-yl}-3-methoxy-5-methyl-1-oxoheptan-4-yl]-N-methyl-L-valinamide), CN[C@@H](C(C)C)C(=O)N[C@@H](C(C)C)C(=O)N(C)[C@H]([C@@H](CC(=O)N1[C@@H](CCC1)[C@@H]([C@H](C(=O)N[C@@H]([C@H](C1=CC=CC=C1)O)C)C)OC)OC)[C@H](CC)C (N-methyl-L-valyl-N-[(3R,4S,5S)-1-{(2S)-2-[(1R,2R)-3-{[(1S,2R)-1-hydroxy-1-phenylpropan-2-yl]amino}-1-methoxy-2-methyl-3-oxopropyl]pyrrolidin-1-yl}-3-methoxy-5-methyl-1-oxoheptan-4-yl]-N-methyl-L-valinamide), Intermediate 61, O=CCCC(=O)O (4-oxobutanoic acid), C(#N)[BH3-].[Na+] (sodium cyanoborohydride). The product is C(=O)(O)CCCN([C@@H](C(C)C)C(=O)N[C@@H](C(C)C)C(=O)N(C)[C@H]([C@@H](CC(=O)N1[C@@H](CCC1)[C@@H]([C@H](C(=O)N[C@@H]([C@H](C1=CC=CC=C1)O)C)C)OC)OC)[C@H](CC)C)C (N-(3-carboxypropyl)-N-methyl-L-valyl-N-[(3R,4S,5S)-1-{(2S)-2-[(1R,2R)-3-{[(1S,2R)-1-hydroxy-1-phenylpropan-2-yl]amino}-1-methoxy-2-methyl-3-oxopropyl]pyrrolidin-1-yl}-3-methoxy-5-methyl-1-oxoheptan-4-yl]-N-methyl-L-valinamide). As a reaction SMILES: [CH3:1][NH:2][C@H:3]([C:7]([NH:9][C@H:10]([C:14]([N:16]([C@@H:18]([C@@H:48]([CH3:51])[CH2:49][CH3:50])[C@H:19]([O:46][CH3:47])[CH2:20][C:21]([N:23]1[CH2:27][CH2:26][CH2:25][C@H:24]1[C@H:28]([O:44][CH3:45])[C@@H:29]([CH3:43])[C:30]([NH:32][C@H:33]([CH3:42])[C@@H:34]([OH:41])[C:35]1[CH:40]=[CH:39][CH:38]=[CH:37][CH:36]=1)=[O:31])=[O:22])[CH3:17])=[O:15])[CH:11]([CH3:13])[CH3:12])=[O:8])[CH:4]([CH3:6])[CH3:5].O=[CH:53][CH2:54][CH2:55][C:56]([OH:58])=[O:57].C([BH3-])#N.[Na+]>>[C:56]([CH2:55][CH2:54][CH2:53][N:2]([CH3:1])[C@H:3]([C:7]([NH:9][C@H:10]([C:14]([N:16]([C@@H:18]([C@@H:48]([CH3:51])[CH2:49][CH3:50])[C@H:19]([O:46][CH3:47])[CH2:20][C:21]([N:23]1[CH2:27][CH2:26][CH2:25][C@H:24]1[C@H:28]([O:44][CH3:45])[C@@H:29]([CH3:43])[C:30]([NH:32][C@H:33]([CH3:42])[C@@H:34]([OH:41])[C:35]1[CH:36]=[CH:37][CH:38]=[CH:39][CH:40]=1)=[O:31])=[O:22])[CH3:17])=[O:15])[CH:11]([CH3:12])[CH3:13])=[O:8])[CH:4]([CH3:6])[CH3:5])([OH:58])=[O:57] |f:2.3|. Procedure details: 100 mg (0.139 mmol) of N-methyl-L-valyl-N-[(3R,4S,5S)-1-{(2S)-2-[(1R,2R)-3-{[(1S,2R)-1-hydroxy-1-phenylpropan-2-yl]amino}-1-methoxy-2-methyl-3-oxopropyl]pyrrolidin-1-yl}-3-methoxy-5-methyl-1-oxoheptan-4-yl]-N-methyl-L-valinamide (Intermediate 40) were used, in analogy to the preparation of Intermediate 61, by reaction with 4-oxobutanoic acid in the presence of sodium cyanoborohydride, to obtain 94 mg (84% of theory) of the title compound. The title compound was purified by preparative HPLC. Reactants: CCC1CCCCN1, CC(C)[Mg+], [Cl-], CO[Si](CCC(F)(F)F)(OC)OC, C1CCOC1. The product is CCC1CCCCN1[Si](CCC(F)(F)F)(OC)OC. Reaction SMILES: [CH2:14]([CH3:15])[CH:16]1[NH:17][CH2:18][CH2:19][CH2:20][CH2:21]1.[CH:23]([Mg+:24])([CH3:25])[CH3:26].[Cl-:22].[F:1][C:2]([CH2:3][CH2:4][Si:5]([O:6][CH3:7])([O:8][CH3:9])[O:10][CH3:11])([F:12])[F:13].[O:27]1[CH2:28][CH2:29][CH2:30][CH2:31]1>>[F:1][C:2]([CH2:3][CH2:4][Si:5]([O:6][CH3:7])([O:8][CH3:9])[N:17]1[CH:16]([CH2:14][CH3:15])[CH2:21][CH2:20][CH2:19][CH2:18]1)([F:12])[F:13]. Reactants: [Al+3], CN1CC(COc2cccc3c2CC=C3)OCC1=O, [H-], [H-], [H-], [H-], [Li+], C1CCOC1. The product is CN1CCOC(COc2cccc3c2CC=C3)C1. Reaction SMILES: [Al+3:2].[CH2:7]1[CH:8]=[CH:9][c:10]2[cH:11][cH:12][cH:13][c:14]([O:16][CH2:17][CH:18]3[O:19][CH2:20][C:21](=[O:25])[N:22]([CH3:24])[CH2:23]3)[c:15]21.[H-:1].[H-:4].[H-:5].[H-:6].[Li+:3].[O:26]1[CH2:27][CH2:28][CH2:29][CH2:30]1>>[CH2:7]1[CH:8]=[CH:9][c:10]2[cH:11][cH:12][cH:13][c:14]([O:16][CH2:17][CH:18]3[O:19][CH2:20][CH2:21][N:22]([CH3:24])[CH2:23]3)[c:15]21. Starting materials: Fc1ccc(CBr)cc1, [K+], [K+], O=C([O-])[O-], CN(C)C=O, Cc1cc(C(=O)Nc2cccc(O)c2)c(C)n1-c1ccccc1C(F)(F)F. Reaction SMILES: [Br:34][CH2:35][c:36]1[cH:37][cH:38][c:39]([F:42])[cH:40][cH:41]1.[K+:28].[K+:29].[O-:30][C:31]([O-:32])=[O:33].[O:43]=[CH:44][N:45]([CH3:46])[CH3:47].[OH:1][c:2]1[cH:3][c:4]([NH:8][C:9](=[O:10])[c:11]2[c:12]([CH3:27])[n:13](-[c:17]3[c:18]([C:23]([F:24])([F:25])[F:26])[cH:19][cH:20][cH:21][cH:22]3)[c:14]([CH3:16])[cH:15]2)[cH:5][cH:6][cH:7]1>>[O:1]([c:2]1[cH:3][c:4]([NH:8][C:9](=[O:10])[c:11]2[c:12]([CH3:27])[n:13](-[c:17]3[c:18]([C:23]([F:24])([F:25])[F:26])[cH:19][cH:20][cH:21][cH:22]3)[c:14]([CH3:16])[cH:15]2)[cH:5][cH:6][cH:7]1)[CH2:35][c:36]1[cH:37][cH:38][c:39]([F:42])[cH:40][cH:41]1. The product is Cc1cc(C(=O)Nc2cccc(OCc3ccc(F)cc3)c2)c(C)n1-c1ccccc1C(F)(F)F. Starting materials: FC(C(=O)O)(F)F.FC(C(=O)O)(F)F.FC(C(=O)O)(F)F.ClC=1C=NC=2NC=3C=NC=C(CCC4=C(C=CC(NC1N2)=C4)OCC(N4CCNCC4)=O)C3 (6-chloro-12-(2-oxo-2-piperazin-1-ylethoxy)-2,4,8,18,22-pentaazatetracyclo[14.3.1.1(3,7).1(9,13)]docosa-1(20),3(22),4,6,9(21),10,12,16,18-nonaene tris(trifluoroacetate)), C(C)(=O)Cl (acetyl chloride). Product: FC(C(=O)O)(F)F.FC(C(=O)O)(F)F.C(C)(=O)N1CCN(CC1)C(COC=1C=CC=2NC3=C(C=NC(NC=4C=NC=C(CCC1C2)C4)=N3)Cl)=O (12-[2-(4-Acetylpiperazin-1-yl)-2-oxoethoxy]-6-chloro-2,4,8,18,22-pentaazatetracyclo[14.3.1.1(3,7).1(9,13)]docosa-1(20),3(22),4,6,9(21),10,12,16,18-nonaene bis(trifluoroacetate)). Isolated yield 88.0%. As a reaction SMILES: [F:1][C:2]([F:7])([F:6])[C:3]([OH:5])=[O:4].[F:8][C:9]([F:14])([F:13])[C:10]([OH:12])=[O:11].F[C:16](F)(F)[C:17](O)=[O:18].[Cl:22][C:23]1[CH:24]=[N:25][C:26]2[NH:27][C:28]3[CH:29]=[N:30][CH:31]=[C:32]([CH:54]=3)[CH2:33][CH2:34][C:35]3[CH:43]=[C:39]([NH:40][C:41]=1[N:42]=2)[CH:38]=[CH:37][C:36]=3[O:44][CH2:45][C:46](=[O:53])[N:47]1[CH2:52][CH2:51][NH:50][CH2:49][CH2:48]1.C(Cl)(=O)C>>[F:1][C:2]([F:7])([F:6])[C:3]([OH:5])=[O:4].[F:8][C:9]([F:14])([F:13])[C:10]([OH:12])=[O:11].[C:17]([N:50]1[CH2:51][CH2:52][N:47]([C:46](=[O:53])[CH2:45][O:44][C:36]2[CH:37]=[CH:38][C:39]3[NH:40][C:41]4[N:42]=[C:26]([NH:27][C:28]5[CH:29]=[N:30][CH:31]=[C:32]([CH:54]=5)[CH2:33][CH2:34][C:35]=2[CH:43]=3)[N:25]=[CH:24][C:23]=4[Cl:22])[CH2:48][CH2:49]1)(=[O:18])[CH3:16] |f:0.1.2.3,5.6.7|. Procedure details: The desired compound was prepared according to the procedure of Example D94 using 6-chloro-12-(2-oxo-2-piperazin-1-ylethoxy)-2,4,8,18,22-pentaazatetracyclo[14.3.1.1(3,7).1(9,13)]docosa-1(20),3(22),4,6,9(21),10,12,16,18-nonaene tris(trifluoroacetate) and acetyl chloride as the starting materials in 88% yield. LCMS for C25H27ClN7O3 (M+H)+: m/z=508.0. Reactants: OC1CNCCC1 (3-hydroxypiperidine), C=C1CC(=O)O1 (diketene). Run in O1CCCC1 (tetrahydrofuran), O1CCCC1 (tetrahydrofuran). Conditions: temperature 0 celsius, time 1 hour. The product is OC1CN(CCC1)C(CC(C)=O)=O (1-(3-Hydroxypiperidin-1-yl)butane-1,3-dione). The yield is 80.6%. As a reaction SMILES: [OH:1][CH:2]1[CH2:7][CH2:6][CH2:5][NH:4][CH2:3]1.[CH2:8]=[C:9]1[O:13][C:11](=[O:12])[CH2:10]1>O1CCCC1>[OH:1][CH:2]1[CH2:7][CH2:6][CH2:5][N:4]([C:11](=[O:12])[CH2:10][C:9](=[O:13])[CH3:8])[CH2:3]1. Reported procedure: A solution of 36.10 g (0.36 mol) of 3-hydroxypiperidine in 300 ml tetrahydrofuran was added dropwise to a solution of 30 g of diketene (0.36 mol) in 200 ml tetrahydrofuran at −5 to 0° C. After 1 h stirring at 0° C. no more starting material was detected by thin layer chromatography. The reaction mixture was evaporated and the residue purified by column chromatography. This gave 53.53 g (0.29 mol, 81% yield) of a white solid. Starting materials: substituted benzyl amines, C(=O)([O-])[O-].[Na+].[Na+] (Na2CO3), N1[C@H](CCCC1)C(=O)N[C@@H](C)C1=CC=C(C(=O)OC)C=C1 (methyl 4-((S)-1-((R)-piperidine-2-carboxamido)ethyl)benzoate), FC1=CC=C(CBr)C=C1 (4-fluorobenzyl bromide). Product: FC1=CC=C(CN2[C@H](CCCC2)C(=O)N[C@@H](C)C2=CC=C(C(=O)OC)C=C2)C=C1 (methyl 4-((S)-1-((R)-1-(4-fluorobenzyl)piperidine-2-carboxamido)ethyl)benzoate). The yield is 29.1%. As a reaction SMILES: [NH:1]1[CH2:6][CH2:5][CH2:4][CH2:3][C@@H:2]1[C:7]([NH:9][C@H:10]([C:12]1[CH:21]=[CH:20][C:15]([C:16]([O:18][CH3:19])=[O:17])=[CH:14][CH:13]=1)[CH3:11])=[O:8].[F:22][C:23]1[CH:30]=[CH:29][C:26]([CH2:27]Br)=[CH:25][CH:24]=1.C([O-])([O-])=O.[Na+].[Na+]>>[F:22][C:23]1[CH:30]=[CH:29][C:26]([CH2:27][N:1]2[CH2:6][CH2:5][CH2:4][CH2:3][C@@H:2]2[C:7]([NH:9][C@H:10]([C:12]2[CH:13]=[CH:14][C:15]([C:16]([O:18][CH3:19])=[O:17])=[CH:20][CH:21]=2)[CH3:11])=[O:8])=[CH:25][CH:24]=1 |f:2.3.4|. Reported procedure: The title compound (D117) (20 mg) was prepared according to the general procedure for substituted benzyl amines preparation starting from methyl 4-((S)-1-((R)-piperidine-2-carboxamido)ethyl)benzoate (D86) (50 mg) and 4-fluorobenzyl bromide (0.043 ml, 0.34 mmol). (Na2CO3: 2.5 eq; reaction time: 4 hrs; 60° C.) Starting materials: COc1ccc(N2CC(C)N(C(=O)OC(C)(C)C)C(C)C2)nc1NS(=O)(=O)c1ccc(Br)cc1Cl, COCCOC, CCOC(C)=O, [Na+], [Na+], O=C([O-])[O-], O, CC1(C)OB(c2ccoc2)OC1(C)C. Yields the product COc1ccc(N2CC(C)N(C(=O)OC(C)(C)C)C(C)C2)nc1NS(=O)(=O)c1ccc(-c2ccoc2)cc1Cl. Reaction SMILES: [Br:1][c:2]1[cH:3][c:4]([Cl:35])[c:5]([S:8](=[O:9])(=[O:10])[NH:11][c:12]2[c:13]([O:33][CH3:34])[cH:14][cH:15][c:16]([N:18]3[CH2:19][CH:20]([CH3:32])[N:21]([C:25](=[O:26])[O:27][C:28]([CH3:29])([CH3:30])[CH3:31])[CH:22]([CH3:24])[CH2:23]3)[n:17]2)[cH:6][cH:7]1.[CH3:57][O:58][CH2:59][CH2:60][O:61][CH3:62].[CH3:63][CH2:64][O:65][C:66](=[O:67])[CH3:68].[Na+:50].[Na+:51].[O-:52][C:53](=[O:54])[O-:55].[OH2:56].[o:36]1[cH:37][c:38]([B:41]2[O:42][C:43]([CH3:44])([CH3:45])[C:46]([CH3:47])([CH3:48])[O:49]2)[cH:39][cH:40]1>>[c:2]1(-[c:38]2[cH:37][o:36][cH:40][cH:39]2)[cH:3][c:4]([Cl:35])[c:5]([S:8](=[O:9])(=[O:10])[NH:11][c:12]2[c:13]([O:33][CH3:34])[cH:14][cH:15][c:16]([N:18]3[CH2:19][CH:20]([CH3:32])[N:21]([C:25](=[O:26])[O:27][C:28]([CH3:29])([CH3:30])[CH3:31])[CH:22]([CH3:24])[CH2:23]3)[n:17]2)[cH:6][cH:7]1. Starting materials: ClCCCCC1CN(C(O1)=O)C (5-(4-chlorobutyl)-3-methyl-2-oxazolidinone), Cl.C1(=CC=CC=C1)N1CCNCC1 (1-phenylpiperazine hydrochloride), C([O-])([O-])=O.[K+].[K+] (potassium carbonate), [I-].[K+] (potassium iodide). Solvent: C(CCC)O (1-butanol). Run at time 2 day. As a reaction SMILES: Cl[CH2:2][CH2:3][CH2:4][CH2:5][CH:6]1[O:10][C:9](=[O:11])[N:8]([CH3:12])[CH2:7]1.Cl.[C:14]1([N:20]2[CH2:25][CH2:24][NH:23][CH2:22][CH2:21]2)[CH:19]=[CH:18][CH:17]=[CH:16][CH:15]=1.C(=O)([O-])[O-].[K+].[K+].[I-].[K+]>C(O)CCC>[CH3:12][N:8]1[CH2:7][CH:6]([CH2:5][CH2:4][CH2:3][CH2:2][N:23]2[CH2:24][CH2:25][N:20]([C:14]3[CH:19]=[CH:18][CH:17]=[CH:16][CH:15]=3)[CH2:21][CH2:22]2)[O:10][C:9]1=[O:11] |f:1.2,3.4.5,6.7|. Isolated yield 45.0%. Yields the product CN1C(OC(C1)CCCCN1CCN(CC1)C1=CC=CC=C1)=O (3-Methyl-5-[4-(4-phenyl-1-piperazinyl)butyl]-2-oxazolidinone). Reported procedure: A mixture of 5-(4-chlorobutyl)-3-methyl-2-oxazolidinone (10.0 g, 0.0524 mol), 1-phenylpiperazine hydrochloride (0.0524 mol, 10.39 g), potassium carbonate (28.94 g, 0.209 mol) and potassium iodide (1.0 g) was refluxed in 1-butanol (150 mL) for 24 hr and then stirred at room temperature for two days. The mixture was reheated to boiling and filtered hot. Methanolic hydrogen chloride was added to acidify the filtrate and addition of isopropyl ether caused a solid to precipitate. The solid was collec...